This data is from the Open Reaction Database (ORD), a public repository of structured organic reaction records. The task is: describe an organic reaction: reactants, conditions, products, and yield Starting materials: NC(CCCC(=O)NC1([C@@H]2N(C(=C(CS2)CSC2=CC=NC=C2)C(=O)O)C1=O)NC=O)C(=O)O (7-(5-Amino-5-carboxyvaleramido)-7-formylamino-3-(pyridin-4-yl)thiomethyl-3-cephem-4-carboxylic acid), D-amino acid, OO (hydrogen peroxide), [N-]=[N+]=[N-].[Na+] (sodium azide), solution, P(=O)([O-])([O-])[O-] (phosphate). Run in solution. The product is C(=O)(O)CCCC(=O)NC1([C@@H]2N(C(=C(CS2)CSC2=CC=NC=C2)C(=O)O)C1=O)NC=O (7-(4-carboxybutyramido)-7-formylamino-3-(pyridin-4-yl)thiomethyl-3-cephem-4-carboxylic acid). Reaction SMILES: NC(C(O)=O)CCC[C:6]([NH:8][C:9]1([NH:29][CH:30]=[O:31])[C:27](=[O:28])[N:11]2[C:12]([C:24]([OH:26])=[O:25])=[C:13]([CH2:16][S:17][C:18]3[CH:23]=[CH:22][N:21]=[CH:20][CH:19]=3)[CH2:14][S:15][C@H:10]12)=[O:7].OO.[N-]=[N+]=[N-].[Na+].P([O-])([O-])([O-])=O>>[C:24]([CH2:12][CH2:13][CH2:14][C:6]([NH:8][C:9]1([NH:29][CH:30]=[O:31])[C:27](=[O:28])[N:11]2[C:12]([C:24]([OH:26])=[O:25])=[C:13]([CH2:16][S:17][C:18]3[CH:19]=[CH:20][N:21]=[CH:22][CH:23]=3)[CH2:14][S:15][C@H:10]12)=[O:7])([OH:26])=[O:25] |f:2.3|. Procedure details: 7-(5-Amino-5-carboxyvaleramido)-7-formylamino-3-(pyridin-4-yl)thiomethyl-3-cephem-4-carboxylic acid obtained in Example 2 was diluted to make a solution showing the inhibition zone diameter of 20 mm against Proteus sp. SS-12 by the paper disc method. The solution was adjusted to pH of 7.5. To 30 μl of the solution were added 12 μl of a 1% aqueous hydrogen peroxide solution, 12 μl of a 1% sodium azide aqueous solution and 18 μl of a solution obtained by diluting D-amino acid oxidase derived from ... The reactants are CC=1C=C(CO)C=CC1[N+](=O)[O-] (3-methyl-4-nitrobenzyl alcohol), CC=1C=C(CO)C=CC1[N+](=O)[O-] (3-methyl-4-nitrobenzyl alcohol). The reagents and catalysts are [Pd] (Pd/C). Run in C(C)O (ethanol). The product is OCC1=CC(=C(N)C=C1)C (4-(hydroxymethyl)-2-methylaniline). Yield: 98.8%. Reaction SMILES: [CH3:1][C:2]1[CH:3]=[C:4]([CH:7]=[CH:8][C:9]=1[N+:10]([O-])=O)[CH2:5][OH:6]>C(O)C.[Pd]>[OH:6][CH2:5][C:4]1[CH:7]=[CH:8][C:9]([NH2:10])=[C:2]([CH3:1])[CH:3]=1. Procedure: A solution of 3-methyl-4-nitrobenzyl alcohol (compound 89, 8.5 g, 50.9 mmol) in ethanol (100 mL) was stirred at room temperature, while 10% Pd/C (1.0 g) was added in one portion. The resulting suspension was hydrogenated (10 psi) in a Parr apparatus at room temperature for 1.5 hours. The catalyst was removed by filtration, and solvent was evaporated under vacuum to give the title compound (90, 6.9 g, 99%). MS (electrospray) 138 (M+1); 1H N MR (CDCl3) δ2.16 (s, 3H), 2.72 (br s, 3H), 4.52 (s, 2H),... Starting materials: CCCCCCCCCCCCC#CC(OCC)OCC, O=S(=O)(O)O. Yields the product CCCCCCCCCCCCC#CC=O. Reaction SMILES: [CH2:1]([O:3][CH:4]([O:2][CH2:19][CH3:20])[C:5]#[C:6][CH2:7][CH2:8][CH2:9][CH2:10][CH2:11][CH2:12][CH2:13][CH2:14][CH2:15][CH2:16][CH2:17][CH3:18])[CH3:21].[S:22](=[O:23])(=[O:24])([OH:25])[OH:26]>>[O:3]=[CH:4][C:5]#[C:6][CH2:7][CH2:8][CH2:9][CH2:10][CH2:11][CH2:12][CH2:13][CH2:14][CH2:15][CH2:16][CH2:17][CH3:18]. Starting materials: IC1=CC=C(C(=O)OCC)C=C1 (Ethyl 4-iodobenzoate), C([O-])([O-])=O.[Cs+].[Cs+] (cesium carbonate), C[C@@H]1[C@@H]2C([C@H](C[C@H]1O)C2)(C)C ((1R,2R,3R,5S)-2,6,6-trimethylbicyclo[3.1.1]heptan-3-ol), N1=CC=CC2=CC=C3C=CC=NC3=C12 (1,10-phenanthroline). Reagents/catalysts: [Cu](I)I (copper iodide). The solvent is C1(=CC=CC=C1)C (toluene). Conditions: temperature 120 celsius. Product: C[C@@H]1[C@@H]2C([C@H](C[C@H]1OC1=CC=C(C(=O)OCC)C=C1)C2)(C)C (Ethyl 4-((1R,2R,3R,5S)-2,6,6-trimethylbicyclo[3.1.1]heptan-3-yloxy)benzoate). Reaction SMILES: I[C:2]1[CH:12]=[CH:11][C:5]([C:6]([O:8][CH2:9][CH3:10])=[O:7])=[CH:4][CH:3]=1.[CH3:13][C@H:14]1[C@H:19]([OH:20])[CH2:18][C@@H:17]2[CH2:21][C@H:15]1[C:16]2([CH3:23])[CH3:22].N1C2C(=CC=C3C=2N=CC=C3)C=CC=1.C(=O)([O-])[O-].[Cs+].[Cs+]>C1(C)C=CC=CC=1.[Cu](I)I>[CH3:13][C@H:14]1[C@H:19]([O:20][C:2]2[CH:12]=[CH:11][C:5]([C:6]([O:8][CH2:9][CH3:10])=[O:7])=[CH:4][CH:3]=2)[CH2:18][C@@H:17]2[CH2:21][C@H:15]1[C:16]2([CH3:22])[CH3:23] |f:3.4.5|. Procedure: Ethyl 4-iodobenzoate (276 mg), (1R,2R,3R,5S)-2,6,6-trimethylbicyclo[3.1.1]heptan-3-ol (154 mg), 1,10-phenanthroline (36 mg), copper iodide (19 mg) and cesium carbonate (652 mg) were combined in toluene (0.5 mL). The reaction was heated to 120° C. over 36 hours. The reaction mixture was removed from heat, allowed to cool, diluted with ethyl acetate and poured into water. The organic layer was washed thoroughly with water and brine, dried over MgSO4, filtered and concentrated under vacuum. The cru... Reactants: C(C=C)(=O)N (acrylamide), NC=1C=CC(=C(C(=O)NCC2=CC=C(C=C2)C(F)(F)F)C1)OC (5-amino-2-methoxy-N-(4-trifluoromethylbenzyl)benzamide), solution, Br (hydrobromic acid), N(=O)[O-].[Na+] (sodium nitrite), cupric oxide. Run in CC(=O)C (acetone), CO (methanol), O (water). Run at temperature 30 celsius, time 10 minute. Product: BrC(CC=1C=CC(=C(C(=O)NCC2=CC=C(C=C2)C(F)(F)F)C1)OC)C(N)=O (5-(2-bromo-2-carbamoylethyl)-2-methoxy-N-(4-trifluoromethylbenzyl)benzamide). As a reaction SMILES: N[C:2]1[CH:3]=[CH:4][C:5]([O:22][CH3:23])=[C:6]([CH:21]=1)[C:7]([NH:9][CH2:10][C:11]1[CH:16]=[CH:15][C:14]([C:17]([F:20])([F:19])[F:18])=[CH:13][CH:12]=1)=[O:8].[BrH:24].N([O-])=O.[Na+].[C:29]([NH2:33])(=[O:32])[CH:30]=[CH2:31]>CC(C)=O.CO.O>[Br:24][CH:30]([C:29](=[O:32])[NH2:33])[CH2:31][C:2]1[CH:3]=[CH:4][C:5]([O:22][CH3:23])=[C:6]([CH:21]=1)[C:7]([NH:9][CH2:10][C:11]1[CH:12]=[CH:13][C:14]([C:17]([F:20])([F:18])[F:19])=[CH:15][CH:16]=1)=[O:8] |f:2.3|. Reported procedure: To a solution of 2.26 g of 5-amino-2-methoxy-N-(4-trifluoromethylbenzyl)benzamide in 27 ml of acetone and 11 ml of methanol were added 5.6 ml of 47% solution of hydrobromic acid, 540 mg of sodium nitrite and 2 ml of water under cooling with ice, and the mixture was stirred for 10 minutes. To the reaction mixture were added 3.00 g of acrylamide, and, after heated to 30° C., 135 mg of cupric oxide were added little by little, and the mixture was stirred further for 2 hours at 30° C. Solvent was di...